From a dataset of the Open Reaction Database (ORD), a public repository of structured organic reaction records. describe an organic reaction: reactants, conditions, products, and yield The reactants are Cl, Nc1cnc(CCCC(N)C(=O)N2CCC(=C(F)F)CC2)cn1, CCC(=O)Nc1c(C2CCCC2)cccc1S(=O)(=O)NC(CCCc1cnc(N)cn1)C(=O)N1CCC(=C(F)F)CC1, CCC(=O)N(C(=O)CC)c1c(C2CCCC2)cccc1S(=O)(=O)Cl. The product is Cl, CCC(=O)Nc1c(C2CCCC2)cccc1S(=O)(=O)NC(CCCc1cnc(N)cn1)C(=O)N1CCC(=C(F)F)CC1. RXN SMILES: [ClH:25].[NH2:26][CH:27]([CH2:28][CH2:29][CH2:30][c:31]1[cH:32][n:33][c:34]([NH2:35])[cH:36][n:37]1)[C:38]([N:39]1[CH2:40][CH2:41][C:42](=[C:43]([F:44])[F:45])[CH2:46][CH2:47]1)=[O:48].[NH2:49][c:50]1[n:51][cH:52][c:53]([CH2:56][CH2:57][CH2:58][CH:59]([C:60](=[O:61])[N:62]2[CH2:63][CH2:64][C:65](=[C:68]([F:69])[F:70])[CH2:66][CH2:67]2)[NH:71][S:72](=[O:73])(=[O:74])[c:75]2[c:76]([NH:86][C:87]([CH2:88][CH3:89])=[O:90])[c:77]([CH:81]3[CH2:82][CH2:83][CH2:84][CH2:85]3)[cH:78][cH:79][cH:80]2)[n:54][cH:55]1.[O:1]=[C:2]([N:3]([C:4](=[O:5])[CH2:6][CH3:7])[c:8]1[c:9]([CH:10]2[CH2:11][CH2:12][CH2:13][CH2:14]2)[cH:15][cH:16][cH:17][c:18]1[S:19]([Cl:20])(=[O:21])=[O:22])[CH2:23][CH3:24]>>[ClH:20].[NH2:49][c:50]1[n:51][cH:52][c:53]([CH2:56][CH2:57][CH2:58][CH:59]([C:60](=[O:61])[N:62]2[CH2:63][CH2:64][C:65](=[C:68]([F:69])[F:70])[CH2:66][CH2:67]2)[NH:71][S:72](=[O:73])(=[O:74])[c:75]2[c:76]([NH:86][C:87]([CH2:88][CH3:89])=[O:90])[c:77]([CH:81]3[CH2:82][CH2:83][CH2:84][CH2:85]3)[cH:78][cH:79][cH:80]2)[n:54][cH:55]1. The reactants are BrC1=CC=C(C=C1)N1C(C(CC1)=C)=O (1-(4-bromophenyl)-3-methylene-2-pyrrolidinone), COC1=C(C=CC=C1)N1CCNCC1 (4-(2-methoxyphenyl)piperazine), COCCOC (ethylene glycol dimethyl ether). The solvent is O (water). Product: BrC1=CC=C(C=C1)N1C(C(CC1)CN1CCN(CC1)C1=C(C=CC=C1)OC)=O (1-(4-bromophenyl)-3-[4-(2-methoxyphenyl)piperazine-1-yl]methyl-2-pyrrolidinone). Yield: 81.4%. Reaction SMILES: [Br:1][C:2]1[CH:7]=[CH:6][C:5]([N:8]2[CH2:12][CH2:11][C:10](=[CH2:13])[C:9]2=[O:14])=[CH:4][CH:3]=1.[CH3:15][O:16][C:17]1[CH:22]=[CH:21][CH:20]=[CH:19][C:18]=1[N:23]1[CH2:28][CH2:27][NH:26][CH2:25][CH2:24]1.COCCOC>O>[Br:1][C:2]1[CH:7]=[CH:6][C:5]([N:8]2[CH2:12][CH2:11][CH:10]([CH2:13][N:26]3[CH2:25][CH2:24][N:23]([C:18]4[CH:19]=[CH:20][CH:21]=[CH:22][C:17]=4[O:16][CH3:15])[CH2:28][CH2:27]3)[C:9]2=[O:14])=[CH:4][CH:3]=1. Procedure details: 1.31 g of 1-(4-bromophenyl)-3-methylene-2-pyrrolidinone and 2.00 g of 4-(2-methoxyphenyl)piperazine were mixed with 5 ml of ethylene glycol dimethyl ether. The mixture was refluxed for 2 hours and then cooled. Thereto was added water. The mixture was subjected to extraction with ethyl acetate twice. The organic layer was dried over anhydrous magnesium sulfate and then concentrated to obtain an oily material. The oily material was purified by silica gel column chromatography using a mixed solvent... The reactants are ClC=1C=C(CP(OCC)(OCC)=O)C=CC1[N+](=O)[O-] (diethyl (3-chloro-4-nitrobenzyl)phosphonate), ClCC=1C=C(C(=C(C1)F)[N+](=O)[O-])OC (5-(chloromethyl)-1-fluoro-3-methoxy-2-nitrobenzene), ClCC=1C=C(C(=C(C1)F)[N+](=O)[O-])OC (5-(chloromethyl)-1-fluoro-3-methoxy-2-nitrobenzene). The product is FC=1C=C(CP(OCC)(OCC)=O)C=C(C1[N+](=O)[O-])OC (Diethyl (3-fluoro-5-methoxy-4-nitrobenzyl)phosphonate). Reaction SMILES: ClC1C=C(C=CC=1[N+]([O-])=O)C[P:6](=[O:13])([O:10][CH2:11][CH3:12])[O:7][CH2:8][CH3:9].Cl[CH2:21][C:22]1[CH:23]=[C:24]([O:32][CH3:33])[C:25]([N+:29]([O-:31])=[O:30])=[C:26]([F:28])[CH:27]=1>>[F:28][C:26]1[CH:27]=[C:22]([CH:23]=[C:24]([O:32][CH3:33])[C:25]=1[N+:29]([O-:31])=[O:30])[CH2:21][P:6](=[O:13])([O:10][CH2:11][CH3:12])[O:7][CH2:8][CH3:9]. Procedure: The title compound was prepared using the procedure from Compound 104C (Diethyl (3-chloro-4-nitrobenzyl)phosphonate) with 5-(chloromethyl)-1-fluoro-3-methoxy-2-nitrobenzene (Compound 146C). 1H NMR (CDCl3, 400 MHz): δ=1.31 (t, J=7.07 Hz, 6 H), 3.11-3.18 (m, 2 H), 3.94 (s, 3 H), 4.07-4.13 (m, 4 H), 6.77 (dt, J=9.79, 1.93 Hz, 1 H), 6.82 (s, 1 H). Reactants: COCCOC, COc1ccccc1Oc1c(Cl)nc(-c2ccncc2)nc1NS(=O)(=O)Nc1ccc(C(C)C)cc1, [H-], [Na+], OCCO. The product is COc1ccccc1Oc1c(NS(=O)(=O)Nc2ccc(C(C)C)cc2)nc(-c2ccncc2)nc1OCCO. Reaction SMILES: [CH2:43]([CH2:44][O:45][CH3:46])[O:47][CH3:48].[Cl:7][c:8]1[c:9]([O:34][c:35]2[c:36]([O:41][CH3:42])[cH:37][cH:38][cH:39][cH:40]2)[c:10]([NH:20][S:21]([NH:22][c:23]2[cH:24][cH:25][c:26]([CH:29]([CH3:30])[CH3:31])[cH:27][cH:28]2)(=[O:32])=[O:33])[n:11][c:12](-[c:14]2[cH:15][cH:16][n:17][cH:18][cH:19]2)[n:13]1.[H-:1].[Na+:2].[OH:3][CH2:4][CH2:5][OH:6]>>[OH:3][CH2:4][CH2:5][O:6][c:8]1[c:9]([O:34][c:35]2[c:36]([O:41][CH3:42])[cH:37][cH:38][cH:39][cH:40]2)[c:10]([NH:20][S:21]([NH:22][c:23]2[cH:24][cH:25][c:26]([CH:29]([CH3:30])[CH3:31])[cH:27][cH:28]2)(=[O:32])=[O:33])[n:11][c:12](-[c:14]2[cH:15][cH:16][n:17][cH:18][cH:19]2)[n:13]1. The reactants are BrC=1C=C(C=C(C1)C(F)(F)F)NS(=O)(=O)C (N-(3-Bromo-5-trifluoromethyl-phenyl)-methanesulfonamide), C(C1=CC=CC=C1)OCCCC1=NC(=NC(=C1)[Sn](C)(C)C)C#N (4-(3-benzyloxy-propyl)-6-trimethylstannanyl-pyrimidine-2-carbonitrile). The reagents and catalysts are Cl[Pd]([P](C1=CC=CC=C1)(C2=CC=CC=C2)C3=CC=CC=C3)([P](C4=CC=CC=C4)(C5=CC=CC=C5)C6=CC=CC=C6)Cl (dichlorobis(triphenylphosphine)palladium(II)). The solvent is C(C)(=O)OCC (ethyl acetate), CN(C)C=O (DMF). The product is C(C1=CC=CC=C1)OCCCC1=NC(=NC(=C1)C1=CC(=CC(=C1)C(F)(F)F)NS(=O)(=O)C)C#N (4-(3-benzyloxy-propyl)-6-(3-methanesulfonylamino-5-trifluoromethylphenyl)-pyrimidine-2-carbonitrile). RXN SMILES: Br[C:2]1[CH:3]=[C:4]([NH:12][S:13]([CH3:16])(=[O:15])=[O:14])[CH:5]=[C:6]([C:8]([F:11])([F:10])[F:9])[CH:7]=1.[CH2:17]([O:24][CH2:25][CH2:26][CH2:27][C:28]1[CH:33]=[C:32]([Sn](C)(C)C)[N:31]=[C:30]([C:38]#[N:39])[N:29]=1)[C:18]1[CH:23]=[CH:22][CH:21]=[CH:20][CH:19]=1>CN(C=O)C.C(OCC)(=O)C.Cl[Pd](Cl)([P](C1C=CC=CC=1)(C1C=CC=CC=1)C1C=CC=CC=1)[P](C1C=CC=CC=1)(C1C=CC=CC=1)C1C=CC=CC=1>[CH2:17]([O:24][CH2:25][CH2:26][CH2:27][C:28]1[CH:33]=[C:32]([C:2]2[CH:7]=[C:6]([C:8]([F:11])([F:10])[F:9])[CH:5]=[C:4]([NH:12][S:13]([CH3:16])(=[O:15])=[O:14])[CH:3]=2)[N:31]=[C:30]([C:38]#[N:39])[N:29]=1)[C:18]1[CH:23]=[CH:22][CH:21]=[CH:20][CH:19]=1 |^1:53,72|. Reported procedure: N-(3-Bromo-5-trifluoromethyl-phenyl)-methanesulfonamide (37 mg), 4-(3-benzyloxy-propyl)-6-trimethylstannanyl-pyrimidine-2-carbonitrile (40 mg) and dichlorobis(triphenylphosphine)palladium(II) (7 mg) in DMF (1 mL) were heated in a microwave to 180° C. for five minutes. The mixture was diluted with ethyl acetate (10 mL) and filtered through celite. The filtrate was washed with water (10 mL) and saturated sodium chloride solution (10 mL). Organics were separated, dried over sodium sulphate, filtere...